From a dataset of the Open Reaction Database (ORD), a public repository of structured organic reaction records. describe an organic reaction: reactants, conditions, products, and yield Reactants: [H-].[Na+] (NaH), C1(=CC=CC=C1)C1=NNC(N(C2=C1C=CC=C2)C)=O (1,3-dihydro-5-phenyl-1-methyl-2H-1,3,4-benzotriazepine-2-one), FC1=CC=C(C(=O)Cl)C=C1 (4-fluorobenzoyl chloride). Conditions: time 9 hour. Yields the product FC1=CC=C(C(=O)N2C(N(C3=C(C(=N2)C2=CC=CC=C2)C=CC=C3)C)=O)C=C1 (3-(4-Flurobenzoyl)-1-methyl-5-phenyl-2H-1,3,4-benzotriazepine-2-one). As a reaction SMILES: [H-].[Na+].[C:3]1([C:9]2[C:15]3[CH:16]=[CH:17][CH:18]=[CH:19][C:14]=3[N:13]([CH3:20])[C:12](=[O:21])[NH:11][N:10]=2)[CH:8]=[CH:7][CH:6]=[CH:5][CH:4]=1.[F:22][C:23]1[CH:31]=[CH:30][C:26]([C:27](Cl)=[O:28])=[CH:25][CH:24]=1>>[F:22][C:23]1[CH:31]=[CH:30][C:26]([C:27]([N:11]2[N:10]=[C:9]([C:3]3[CH:4]=[CH:5][CH:6]=[CH:7][CH:8]=3)[C:15]3[CH:16]=[CH:17][CH:18]=[CH:19][C:14]=3[N:13]([CH3:20])[C:12]2=[O:21])=[O:28])=[CH:25][CH:24]=1 |f:0.1|. Procedure details: To a suspension of NaH (70 mg of NaH was washed with hexane several times dispersed in 50% mineral oil) in 4ml of DNF is added a solution of 1,3-dihydro-5-phenyl-1-methyl-2H-1,3,4-benzotriazepine-2-one (251 mg) in 5 ml DMP under nitrogen atmosphere. After gas evolution ceased, 0.13 ml 4-fluorobenzoyl chloride is added and the mixture is stirred at room temperature overnight (about 12-6 hours). Solvent is removed in vacuo to a dryness and the residue is partitioned between ethylacetate and water.... Reactants: CS(=O)(=O)Nc1ccc(F)cc1, CS(=O)(=O)Nc1ccccc1F, CS(=O)(=O)Nc1ccc(F)cc1F, CS(=O)(=O)Nc1c(F)cccc1F. Product: CS(=O)(=O)Nc1ccccc1. RXN SMILES: [F:13][c:14]1[cH:15][cH:16][c:17]([NH:18][S:19]([CH3:20])(=[O:21])=[O:22])[cH:23][cH:24]1.[F:1][c:2]1[c:3]([NH:8][S:9](=[O:10])(=[O:11])[CH3:12])[cH:4][cH:5][cH:6][cH:7]1.[F:25][c:26]1[cH:27][c:28]([F:29])[cH:30][cH:31][c:32]1[NH:33][S:34]([CH3:35])(=[O:36])=[O:37].[F:38][c:39]1[cH:40][cH:41][cH:42][c:43]([F:44])[c:45]1[NH:46][S:47]([CH3:48])(=[O:49])=[O:50]>>[cH:2]1[c:3]([NH:8][S:9](=[O:10])(=[O:11])[CH3:12])[cH:4][cH:5][cH:6][cH:7]1. Starting materials: C1(C(C=CC=2C=CC=3C=C4C=CC=CC4=CC3C21)C=O)C=O (dihydrobenzanthracene-dicarboxaldehyde), C1(C(C=CC=2C=CC=3C=C4C=CC=CC4=CC3C21)C=O)C=O (dihydrobenzanthracene-dicarboxaldehyde), ferric chloride. Run in CO (methanol), C(C)(=O)[O-].C(C)(=O)[O-].C(C)(=O)[O-].C(C)(=O)[O-].[Pb+4] (lead tetraacetate), C(C)(=O)O (acetic acid). Product: C=1(C(=CC=C2C=CC=3C=C4C=CC=CC4=CC3C21)C=O)C=O (benzanthracene-dicarboxaldehyde). RXN SMILES: [CH:1]1([CH:21]=[O:22])[C:18]2[C:17]3[CH:16]=[C:15]4[C:10]([CH:11]=[CH:12][CH:13]=[CH:14]4)=[CH:9][C:8]=3[CH:7]=[CH:6][C:5]=2[CH:4]=[CH:3][CH:2]1[CH:19]=[O:20]>CO.C([O-])(=O)C.C([O-])(=O)C.C([O-])(=O)C.C([O-])(=O)C.[Pb+4].C(O)(=O)C>[C:1]1([CH:21]=[O:22])[C:2]([CH:19]=[O:20])=[CH:3][CH:4]=[C:5]2[C:18]=1[C:17]1[CH:16]=[C:15]3[C:10]([CH:11]=[CH:12][CH:13]=[CH:14]3)=[CH:9][C:8]=1[CH:7]=[CH:6]2 |f:2.3.4.5.6|. Reported procedure: The dihydrobenzanthracene derivatives of the present invention may be readily prepared as set forth in the following reaction scheme: ##STR6## wherein A and B are as hereinbefore defined. In accordance with the above reaction scheme, the benzanthracene (VII) is heated with excess vinylene carbonate at reflux temperature under nitrogen for about 10-24 hours. Excess vinylene carbonate is removed by vacuum distillation. The residue is taken up in methylene chloride, clarified with charcoal, and pre... Reactants: [Cl-].[NH4+] (ammonium chloride), [H-].[Na+] (sodium hydride), ICCCCCC (1-iodohexane), FC=1C=C(C2=C(C(C=C(O2)C2=CC(=C(C=C2)N(C)C)F)=O)C1NC(C(C)(C)C)=O)F (6,8-difluoro-2-[4-(N,N-dimethylamino)-3-fluorophenyl]-5-pivaloylamino-4H-1-benzopyran-4-one). Solvent: CN(C=O)C (dimethylformamide). Conditions: time 3 hour. Product: FC=1C=C(C2=C(C(C=C(O2)C2=CC(=C(C=C2)N(C)C)F)=O)C1NCCCCCC)F (6,8-Difluoro-2-[4-(N,N-dimethylamino)-3-fluorophenyl]-5-hexylamino-4H-1-benzopyran-4-one). Reaction SMILES: [F:1][C:2]1[CH:3]=[C:4]([F:30])[C:5]2[O:10][C:9]([C:11]3[CH:16]=[CH:15][C:14]([N:17]([CH3:19])[CH3:18])=[C:13]([F:20])[CH:12]=3)=[CH:8][C:7](=[O:21])[C:6]=2[C:22]=1[NH:23][C:24](=O)[C:25](C)([CH3:27])C.[H-].[Na+].I[CH2:34][CH2:35][CH2:36]CCC.[Cl-].[NH4+]>CN(C)C=O>[F:1][C:2]1[CH:3]=[C:4]([F:30])[C:5]2[O:10][C:9]([C:11]3[CH:16]=[CH:15][C:14]([N:17]([CH3:19])[CH3:18])=[C:13]([F:20])[CH:12]=3)=[CH:8][C:7](=[O:21])[C:6]=2[C:22]=1[NH:23][CH2:24][CH2:25][CH2:27][CH2:34][CH2:35][CH3:36] |f:1.2,4.5|. Procedure details: 500 mg (1.50 mmol) of Compound 38 obtained in Example 38 was dissolved in 5 ml of dimethylformamide under argon atmosphere, 120 mg of sodium hydride (60% oil disperison) and 0.441 ml of 1-iodohexane were added under ice-cooling and the mixture was stirred at room temperature for 3 hours. An aqueous saturated solution of ammonium chloride was added to the reaction solution and the mixture was extracted with ethyl acetate. The organic layer was washed with an aqueous saturated solution of sodium c... Procedure details: 50 Parts of 1-hydroxylaminoanthraquinone was stirred into a mixture of 1,000 parts of ethyleneglycol monomethyl ether and 30 parts of conc. sulfuric acid. After heated to 75°C, the mixture was added with 17 parts of iron dust little by little over 1 hour and maintained at 75°C for additional 3 hours. The reaction mixture was then filtered while hot and the residue was washed with 100 parts of ethyleneglycol monomethyl ether heated at 80°C. Thus, unreacted metallic iron and iron sulfate were sepa... Run in COCCO (ethyleneglycol monomethyl ether). The reactants are ONC1=CC=CC=2C(C3=CC=CC=C3C(C12)=O)=O (1-hydroxylaminoanthraquinone), S(O)(O)(=O)=O (sulfuric acid). Run at temperature 75 celsius. Yields the product 43.5, NC1=CC=CC=2C(C3=CC=CC=C3C(C12)=O)=O (1-aminoanthraquinone). As a reaction SMILES: O[NH:2][C:3]1[C:16]2[C:15](=[O:17])[C:14]3[C:9](=[CH:10][CH:11]=[CH:12][CH:13]=3)[C:8](=[O:18])[C:7]=2[CH:6]=[CH:5][CH:4]=1.S(=O)(=O)(O)O>[Fe].COCCO>[NH2:2][C:3]1[C:16]2[C:15](=[O:17])[C:14]3[C:9](=[CH:10][CH:11]=[CH:12][CH:13]=3)[C:8](=[O:18])[C:7]=2[CH:6]=[CH:5][CH:4]=1. Reagents/catalysts: [Fe] (iron). The reactants are BrC(C(C1=CC=C(C=C1)OC)(OC)OC)C (2-bromo-1,1-dimethoxy-1-(4'-methoxyphenyl)-propane), C(C)(=O)[O-].[K+] (potassium acetate). Solvent: C(CCC)O (n-butanol). Run at temperature 115 celsius. Yields the product COC1=CC=C(C=C1)C(C(=O)O)C (2-(4'-methoxyphenyl)-propionic acid). Isolated yield 89.0%. Reaction SMILES: Br[CH:2](C)[C:3](OC)(OC)[C:4]1[CH:9]=[CH:8][C:7]([O:10][CH3:11])=[CH:6][CH:5]=1.[C:17]([O-:20])(=[O:19])C.[K+]>C(O)CCC>[CH3:11][O:10][C:7]1[CH:6]=[CH:5][C:4]([CH:3]([CH3:2])[C:17]([OH:20])=[O:19])=[CH:9][CH:8]=1 |f:1.2|. Reported procedure: A mixture of 2-bromo-1,1-dimethoxy-1-(4'-methoxyphenyl)-propane (2.89 g; 0.01 mol), potassium acetate (1.2 g; 0.012 mol) and n-butanol (40 ml) is heated to 115° C. for 32 hours. By following the procedure of Example 1a, there is obtained the title product (1.60 g; 0.0089 mol). Yield, 89%; m.p. 56°-57° C. Reaction SMILES: Cl.[NH2:2][C:3]1[S:4][C:5]2[CH:11]=[C:10]([O:12][CH2:13][CH2:14][CH3:15])[CH:9]=[CH:8][C:6]=2[N:7]=1.Cl[C:17]([O:19][CH3:20])=[O:18]>N1C=CC=CC=1>[CH3:20][O:19][C:17](=[O:18])[NH:2][C:3]1[S:4][C:5]2[CH:11]=[C:10]([O:12][CH2:13][CH2:14][CH3:15])[CH:9]=[CH:8][C:6]=2[N:7]=1 |f:0.1|. The solvent is N1=CC=CC=C1 (pyridine). The reactants are ClC(=O)OC (methyl chloroformate), Cl.NC=1SC2=C(N1)C=CC(=C2)OCCC (2-amino-6-n-propyloxybenzothiazole-hydrochloride), ice water. Procedure details: To a stirring solution of 24.45 g. of 2-amino-6-n-propyloxybenzothiazole-hydrochloride in 100 ml of pyridine maintained at 0° C. by an ice bath, is slowly added 9.45 g. of methyl chloroformate. After the addition is completed the mixture is allowed to warm up to room temperature. It is then poured on 300 g. of ice water. A solid is formed which is isolated by filtration and crystallized from ethanol yield 20 g m.p. 178°-180° C. Product: COC(NC=1SC2=C(N1)C=CC(=C2)OCCC)=O (methyl-6-n-propyloxybenzothiazole-2-carbamate).